Dataset: the Open Reaction Database (ORD), a public repository of structured organic reaction records. Task: describe an organic reaction: reactants, conditions, products, and yield The reactants are CC(=O)O[BH-](OC(C)=O)OC(C)=O, C1COCCN1, CCN(c1cc(-c2cccc(C=O)c2)cc(C(=O)NCc2c(C)cc(C)[nH]c2=O)c1C)C1CCOCC1, CC(=O)O, CC(Cl)Cl, ClCCl, [Na+]. The product is CCN(c1cc(-c2cccc(CN3CCOCC3)c2)cc(C(=O)NCc2c(C)cc(C)[nH]c2=O)c1C)C1CCOCC1. As a reaction SMILES: [C:48]([O:49][BH-:50]([O:51][C:52](=[O:53])[CH3:54])[O:55][C:56](=[O:57])[CH3:58])(=[O:59])[CH3:60].[CH2:38]1[CH2:39][O:40][CH2:41][CH2:42][NH:43]1.[CH3:1][c:2]1[c:3]([CH2:10][NH:11][C:12](=[O:13])[c:14]2[cH:15][c:16](-[c:30]3[cH:31][c:32]([CH:36]=[O:37])[cH:33][cH:34][cH:35]3)[cH:17][c:18]([N:21]([CH:22]3[CH2:23][CH2:24][O:25][CH2:26][CH2:27]3)[CH2:28][CH3:29])[c:19]2[CH3:20])[c:4](=[O:9])[nH:5][c:6]([CH3:8])[cH:7]1.[CH3:44][C:45](=[O:46])[OH:47].[Cl:62][CH:63]([Cl:64])[CH3:65].[Cl:66][CH2:67][Cl:68].[Na+:61]>>[CH3:1][c:2]1[c:3]([CH2:10][NH:11][C:12](=[O:13])[c:14]2[cH:15][c:16](-[c:30]3[cH:31][c:32]([CH2:36][N:43]4[CH2:38][CH2:39][O:40][CH2:41][CH2:42]4)[cH:33][cH:34][cH:35]3)[cH:17][c:18]([N:21]([CH:22]3[CH2:23][CH2:24][O:25][CH2:26][CH2:27]3)[CH2:28][CH3:29])[c:19]2[CH3:20])[c:4](=[O:9])[nH:5][c:6]([CH3:8])[cH:7]1. Starting materials: CCOC(=O)c1c(C)c[nH]c1C, CN(C)C=O, ClCCl, Cl, O, O=P(Cl)(Cl)Cl. Yields the product CCOC(=O)c1c(C)[nH]c(C=O)c1C. Reaction SMILES: [CH2:11]([CH3:12])[O:13][C:14](=[O:15])[c:16]1[c:17]([CH3:22])[nH:18][cH:19][c:20]1[CH3:21].[CH3:1][N:2]([CH:3]=[O:4])[CH3:5].[Cl:25][CH2:26][Cl:27].[ClH:23].[OH2:24].[P:6]([Cl:7])([Cl:8])([Cl:9])=[O:10]>>[CH:3](=[O:4])[c:19]1[nH:18][c:17]([CH3:22])[c:16]([C:14]([O:13][CH2:11][CH3:12])=[O:15])[c:20]1[CH3:21]. Starting materials: COCC(=O)Cl, CCOC(=N)N1Cc2ccccc2-c2ccccc2C1. Product: CCOC(=NC(=O)COC)N1Cc2ccccc2-c2ccccc2C1. As a reaction SMILES: [CH3:21][O:22][CH2:23][C:24](=[O:25])[Cl:26].[cH:1]1[cH:2][cH:3][cH:4][c:5]2[c:11]1-[c:10]1[c:9]([cH:15][cH:14][cH:13][cH:12]1)[CH2:8][N:7]([C:16]([O:17][CH2:18][CH3:19])=[NH:20])[CH2:6]2>>[cH:1]1[cH:2][cH:3][cH:4][c:5]2[c:11]1-[c:10]1[c:9]([cH:15][cH:14][cH:13][cH:12]1)[CH2:8][N:7]([C:16]([O:17][CH2:18][CH3:19])=[N:20][C:24]([CH2:23][O:22][CH3:21])=[O:25])[CH2:6]2. The reactants are N1(C=NC=C1)C=1N=C(C2=C(N1)SC(=C2)C)NCC2=CC(=CC=C2)[N+](=O)[O-] (2-(Imidazol-1-yl)-6-methyl-4-(3-nitrobenzylamino)-thieno-[2,3-d]-pyrimidine). Reagents/catalysts: [Ni] (Raney-nickel). The solvent is CO (methanol). Yields the product N1(C=NC=C1)C=1N=C(C2=C(N1)SC(=C2)C)NCC2=CC(=CC=C2)N (2-(imidazol-1-yl)-6-methyl-4-(3-aminobenzylamino)-thieno-[2,3-d]-pyrimidine). RXN SMILES: [N:1]1([C:6]2[N:7]=[C:8]([NH:16][CH2:17][C:18]3[CH:23]=[CH:22][CH:21]=[C:20]([N+:24]([O-])=O)[CH:19]=3)[C:9]3[CH:14]=[C:13]([CH3:15])[S:12][C:10]=3[N:11]=2)[CH:5]=[CH:4][N:3]=[CH:2]1>CO.[Ni]>[N:1]1([C:6]2[N:7]=[C:8]([NH:16][CH2:17][C:18]3[CH:23]=[CH:22][CH:21]=[C:20]([NH2:24])[CH:19]=3)[C:9]3[CH:14]=[C:13]([CH3:15])[S:12][C:10]=3[N:11]=2)[CH:5]=[CH:4][N:3]=[CH:2]1. Reported procedure: A solution of 2-(Imidazol-1-yl)-6-methyl-4-(3-nitrobenzylamino)-thieno-[2,3-d]-pyrimidine in methanol is hydrogenated in the presence of Raney-nickel. The catalyst is filtered off and the solution is concentrated. Recrystallization yields 2-(imidazol-1-yl)-6-methyl-4-(3-aminobenzylamino)-thieno-[2,3-d]-pyrimidine. Starting materials: CC1(OC(C(C(O1)=O)=CNC1=CC(CC(C1)C1=C(C=CC=C1)Cl)=O)=O)C (2,2-dimethyl-5-[(3-oxo-5-(2-chlorophenyl)-1-cyclohexenylamino)methylene]-[1,3]dioxane-4,6-dione). Run in C1(=CC=CC=C1)OC1=CC=CC=C1 (diphenylether). Conditions: temperature 260 celsius, time 30 minute. Product: ClC1=C(C=CC=C1)C1CC(C=2C(C=CNC2C1)=O)=O (7-(2-chlorophenyl)-1,4,5,6,7,8-hexahydroquinoline-4,5-dione). Isolated yield 94.4%. As a reaction SMILES: CC1(C)O[C:6](=[O:8])[C:5](=[CH:9][NH:10][C:11]2[CH2:16][CH:15]([C:17]3[CH:22]=[CH:21][CH:20]=[CH:19][C:18]=3[Cl:23])[CH2:14][C:13](=[O:24])[CH:12]=2)C(=O)O1>C1(OC2C=CC=CC=2)C=CC=CC=1>[Cl:23][C:18]1[CH:19]=[CH:20][CH:21]=[CH:22][C:17]=1[CH:15]1[CH2:16][C:11]2[NH:10][CH:9]=[CH:5][C:6](=[O:8])[C:12]=2[C:13](=[O:24])[CH2:14]1. Procedure: A mixture of 2,2-dimethyl-5-[(3-oxo-5-(2-chlorophenyl)-1-cyclohexenylamino)methylene]-[1,3]dioxane-4,6-dione (1.6 g) in diphenylether (20 ml) was stirred at 260° C. for 30 minutes. Under reduced pressure, the solvent was evaporated, and the resulting crystals were washed with petroleum ether and recrystallized from ethanol to give 7-(2-chlorophenyl)-1,4,5,6,7,8-hexahydroquinoline-4,5-dione (1.1 g). Reactants: CC(=O)OC(C)=O, O=[N+]([O-])O, CCC12CCC3C4CCC(=O)C=C4CCC3C1C(O)CC2=O. Yields the product CCC12CCC3C4CCC(=O)C=C4CCC3C1C(O[N+](=O)[O-])CC2=O. As a reaction SMILES: [CH3:27][C:28]([O:29][C:30](=[O:31])[CH3:32])=[O:33].[OH:1][N+:2]([O-:3])=[O:4].[OH:5][CH:6]1[CH2:7][C:8](=[O:26])[C:9]2([CH2:10][CH3:11])[CH:12]1[CH:13]1[CH2:14][CH2:15][C:16]3=[CH:17][C:18](=[O:25])[CH2:19][CH2:20][CH:21]3[CH:22]1[CH2:23][CH2:24]2>>[O:1]=[N+:2]([O-:3])[O:4][CH:6]1[CH2:7][C:8](=[O:26])[C:9]2([CH2:10][CH3:11])[CH:12]1[CH:13]1[CH2:14][CH2:15][C:16]3=[CH:17][C:18](=[O:25])[CH2:19][CH2:20][CH:21]3[CH:22]1[CH2:23][CH2:24]2. The reactants are C(C)(C)(C)OC(CCC1=CC=C(N1)C(=O)OC)=O (Methyl 5-(3-tert-butoxy-3-oxopropyl)-1H-pyrrole-2-carboxylate). The solvent is Cl (HCl). Yields the product COC(=O)C1=CC=C(N1)CCC(=O)O (3-(5-(methoxycarbonyl)-1H-pyrrol-2-yl)propanoic acid). The yield is 111.2%. Reaction SMILES: C([O:5][C:6](=[O:18])[CH2:7][CH2:8][C:9]1[NH:13][C:12]([C:14]([O:16][CH3:17])=[O:15])=[CH:11][CH:10]=1)(C)(C)C>Cl>[CH3:17][O:16][C:14]([C:12]1[NH:13][C:9]([CH2:8][CH2:7][C:6]([OH:18])=[O:5])=[CH:10][CH:11]=1)=[O:15]. Reported procedure: Methyl 5-(3-tert-butoxy-3-oxopropyl)-1H-pyrrole-2-carboxylate (14.8 g, 58.4 mmol) was treated with 4 N HCl (100 mL) at rt for about 12 h. The solvent was removed and the white solid product was dried to give 12.8 g (94%) of 3-(5-(methoxycarbonyl)-1H-pyrrol-2-yl)propanoic acid. 1H NMR (400 MHz, CHLOROFORM-d) δ ppm 2.73 (t, J=6.81 Hz, 2H), 2.98 (t, J=6.79 Hz, 2H), 3.83 (s, 3H), 6.01 (dd, J=3.59, 2.61 Hz, 1H), 6.83 (dd, J=3.61, 2.63 Hz, 1H), 9.70 (br s, 1H); LCMS-MS (ESI+) 198.2 (M+H). The reactants are C(C)(=O)NC=1C=C(C(=O)NCC=2C=NC(=C(C2)Br)OCC(F)(F)F)C=CN1 (2-acetamido-N-((5-bromo-6-(2,2,2-trifluoroethoxy)pyridin-3-yl)methyl)isonicotinamide), C1(=CC=CC=C1)B(O)O (phenylboronic acid), C(O)([O-])=O.[Na+] (sodium hydrogencarbonate). The reagents and catalysts are C=1C=CC(=CC1)[P](C=2C=CC=CC2)(C=3C=CC=CC3)[Pd]([P](C=4C=CC=CC4)(C=5C=CC=CC5)C=6C=CC=CC6)([P](C=7C=CC=CC7)(C=8C=CC=CC8)C=9C=CC=CC9)[P](C=1C=CC=CC1)(C=1C=CC=CC1)C=1C=CC=CC1 (tetrakis(triphenylphosphine)palladium). The solvent is O1CCOCC1 (dioxane). Conditions: temperature 100 celsius. Product: C(C)(=O)NC=1C=C(C(=O)NCC=2C=NC(=C(C2)C2=CC=CC=C2)OCC(F)(F)F)C=CN1 (2-acetamido-N-((5-phenyl-6-(2,2,2-trifluoroethoxy)pyridin-3-yl)methyl)isonicotinamide). Isolated yield 27.0%. RXN SMILES: [C:1]([NH:4][C:5]1[CH:6]=[C:7]([CH:25]=[CH:26][N:27]=1)[C:8]([NH:10][CH2:11][C:12]1[CH:13]=[N:14][C:15]([O:19][CH2:20][C:21]([F:24])([F:23])[F:22])=[C:16](Br)[CH:17]=1)=[O:9])(=[O:3])[CH3:2].[C:28]1(B(O)O)[CH:33]=[CH:32][CH:31]=[CH:30][CH:29]=1.C(=O)([O-])O.[Na+]>O1CCOCC1.C1C=CC([P]([Pd]([P](C2C=CC=CC=2)(C2C=CC=CC=2)C2C=CC=CC=2)([P](C2C=CC=CC=2)(C2C=CC=CC=2)C2C=CC=CC=2)[P](C2C=CC=CC=2)(C2C=CC=CC=2)C2C=CC=CC=2)(C2C=CC=CC=2)C2C=CC=CC=2)=CC=1>[C:1]([NH:4][C:5]1[CH:6]=[C:7]([CH:25]=[CH:26][N:27]=1)[C:8]([NH:10][CH2:11][C:12]1[CH:13]=[N:14][C:15]([O:19][CH2:20][C:21]([F:24])([F:23])[F:22])=[C:16]([C:28]2[CH:33]=[CH:32][CH:31]=[CH:30][CH:29]=2)[CH:17]=1)=[O:9])(=[O:3])[CH3:2] |f:2.3,^1:51,53,72,91|. Procedure details: A mixture of 2-acetamido-N-((5-bromo-6-(2,2,2-trifluoroethoxy)pyridin-3-yl)methyl)isonicotinamide (20 mg, 0.05 mmol, Step-1), phenylboronic acid (11 mg, 0.09 mmol), tetrakis(triphenylphosphine)palladium (3 mg, 2.2 microM) in dioxane (2 mL) is added saturated aqueous sodium hydrogencarbonate (0.4 mL). The mixture is heated at 100° C. for 1 hr. After cooled to room temperature, the mixture is extracted with ethyl acetate, dried over sodium sulfate. The organic solvent is removed under reduced pres...